From a dataset of the Open Reaction Database (ORD), a public repository of structured organic reaction records. describe an organic reaction: reactants, conditions, products, and yield The reactants are C(C)(=N)NC1CN(C1)C(=O)[C@H]1NC[C@H](C1)SC=1[C@@H]([C@H]2N(C1C(=O)O)C([C@@H]2[C@@H](C)O)=O)C ((1R,5S,6S)-2-[(2S,4S)-2-(3-Acetimidoylaminoazetidin-1-ylcarbonyl)pyrrolidin-4-ylthio]-6-[(1R)-1-hydroxyethyl]-1-methyl-1-carbapen-2-em-3-carboxylic acid), Cl (hydrochloric acid). Run in O (water). Yields the product Cl.C(C)(=N)NC1CN(C1)C(=O)[C@H]1NC[C@H](C1)SC=1[C@@H]([C@H]2N(C1C(=O)O)C([C@@H]2[C@@H](C)O)=O)C ((1R,5S,6S)-2-[(2S,4S)-2-(3-Acetimidoylaminoazetidin-1-ylcarbonyl)pyrrolidin-4-ylthio]-6-[(1R)-1-hydroxyethyl]-1-methyl-1-carbapen-2-em-3-carboxylic acid hydrochloride). As a reaction SMILES: [C:1]([NH:4][CH:5]1[CH2:8][N:7]([C:9]([C@@H:11]2[CH2:15][C@H:14]([S:16][C:17]3[C@H:18]([CH3:31])[C@@H:19]4[C@@H:26]([C@H:27]([OH:29])[CH3:28])[C:25](=[O:30])[N:20]4[C:21]=3[C:22]([OH:24])=[O:23])[CH2:13][NH:12]2)=[O:10])[CH2:6]1)(=[NH:3])[CH3:2].[ClH:32]>O>[ClH:32].[C:1]([NH:4][CH:5]1[CH2:6][N:7]([C:9]([C@@H:11]2[CH2:15][C@H:14]([S:16][C:17]3[C@H:18]([CH3:31])[C@@H:19]4[C@@H:26]([C@H:27]([OH:29])[CH3:28])[C:25](=[O:30])[N:20]4[C:21]=3[C:22]([OH:24])=[O:23])[CH2:13][NH:12]2)=[O:10])[CH2:8]1)(=[NH:3])[CH3:2] |f:3.4|. Procedure: 0.40 g of (1R,5S,6S)-2-[(2S,4S)-2-(3-Acetimidoylaminoazetidin-1-ylcarbonyl)pyrrolidin-4-ylthio]-6-[(1R)-1-hydroxyethyl]-1-methyl-1-carbapen-2-em-3-carboxylic acid (prepared as described in Example 122) was dissolved in 20 ml of cold water, 0.88 ml of 1N aqueous hydrochloric acid was added to the resulting solution, and the mixture was freeze-dried, to obtain 400 mg of the title compound as a colorless powder. Starting materials: aqueous solution, [OH-].[Na+] (sodium hydroxide), ClC1=C(C=CC=C1)C(CN1C=NC=C1)SC1=CC=C(C(=O)OC)C=C1 (Methyl 4-[1-(2-chlorophenyl)-2-(imidazol-1-yl)ethylthio]benzoate). Solvent: CO (methanol). Run at time 3 hour. Product: Cl.ClC1=C(C=CC=C1)C(CN1C=NC=C1)SC1=CC=C(C(=O)O)C=C1 (4-[1-(2-Chlorophenyl)-2-(imidazol-1-yl)ethylthio]benzoic acid hydrochloride). Isolated yield 167.9%. Reaction SMILES: [OH-].[Na+].[Cl:3][C:4]1[CH:9]=[CH:8][CH:7]=[CH:6][C:5]=1[CH:10]([S:17][C:18]1[CH:27]=[CH:26][C:21]([C:22]([O:24]C)=[O:23])=[CH:20][CH:19]=1)[CH2:11][N:12]1[CH:16]=[CH:15][N:14]=[CH:13]1>CO>[ClH:3].[Cl:3][C:4]1[CH:9]=[CH:8][CH:7]=[CH:6][C:5]=1[CH:10]([S:17][C:18]1[CH:19]=[CH:20][C:21]([C:22]([OH:24])=[O:23])=[CH:26][CH:27]=1)[CH2:11][N:12]1[CH:16]=[CH:15][N:14]=[CH:13]1 |f:0.1,4.5|. Procedure: 43 ml of a 1N aqueous solution of sodium hydroxide were added to a solution of 4.01 g of methyl 4-[1-(2-chlorophenyl)-2-(imidazol-1-yl)ethylthio]benzoate (prepared as described in Example 21) in 43 ml of methanol, and the resulting mixture was stirred at room temperature for 3 hours. The reaction mixture was then treated and purified by the same method as described in Example 10, to give 3.57 g of the title compound as colorless crystals, melting at 210°-215° C. The reactants are CCO, CCCC(C(=O)OCC)c1c(C)nc2nc(C)n(C)c2c1-c1ccc(C)cc1, CO, [Na+], [OH-]. Product: CCCC(C(=O)O)c1c(C)nc2nc(C)n(C)c2c1-c1ccc(C)cc1. Reaction SMILES: [CH2:31]([OH:32])[CH3:33].[CH3:1][n:2]1[c:3]([CH3:28])[n:4][c:5]2[n:6][c:7]([CH3:27])[c:8]([CH:18]([C:19](=[O:20])[O:21][CH2:22][CH3:23])[CH2:24][CH2:25][CH3:26])[c:9](-[c:11]3[cH:12][cH:13][c:14]([CH3:17])[cH:15][cH:16]3)[c:10]12.[CH3:34][OH:35].[Na+:30].[OH-:29]>>[CH3:1][n:2]1[c:3]([CH3:28])[n:4][c:5]2[n:6][c:7]([CH3:27])[c:8]([CH:18]([C:19](=[O:20])[OH:21])[CH2:24][CH2:25][CH3:26])[c:9](-[c:11]3[cH:12][cH:13][c:14]([CH3:17])[cH:15][cH:16]3)[c:10]12.